The task is: describe an organic reaction: reactants, conditions, products, and yield. This data is from the Open Reaction Database (ORD), a public repository of structured organic reaction records. The reactants are S=C=S, NCc1ccco1, CO, N. Product: S=C([S-])NCc1ccco1, [NH4+]. Reaction SMILES: [C:8](=[S:9])=[S:10].[CH2:1]([c:2]1[cH:3][cH:4][cH:5][o:6]1)[NH2:7].[CH3:12][OH:13].[NH3:11]>>[CH2:1]([c:2]1[cH:3][cH:4][cH:5][o:6]1)[NH:7][C:8](=[S:9])[S-:10].[NH4+:11]. Starting materials: CC1=C(c2cccc3cccnc23)CCC1=O, CCOC(C)=O, [Li]c1ccccc1, C1CCOC1, O. Product: CC1=C(c2cccc3cccnc23)CCC1(O)c1ccccc1. RXN SMILES: [CH3:1][C:2]1=[C:6]([c:7]2[cH:8][cH:9][cH:10][c:11]3[cH:12][cH:13][cH:14][n:15][c:16]23)[CH2:5][CH2:4][C:3]1=[O:17].[CH3:30][CH2:31][O:32][C:33](=[O:34])[CH3:35].[Li:23][c:24]1[cH:25][cH:26][cH:27][cH:28][cH:29]1.[O:18]1[CH2:19][CH2:20][CH2:21][CH2:22]1.[OH2:36]>>[CH3:1][C:2]1=[C:6]([c:7]2[cH:8][cH:9][cH:10][c:11]3[cH:12][cH:13][cH:14][n:15][c:16]23)[CH2:5][CH2:4][C:3]1([OH:17])[c:24]1[cH:25][cH:26][cH:27][cH:28][cH:29]1.